This data is from the Open Reaction Database (ORD), a public repository of structured organic reaction records. The task is: describe an organic reaction: reactants, conditions, products, and yield The reactants are CC(=O)OC(C)CCC(=O)OCc1ccccc1, CCO. The product is CC(=O)OC(C)CCC(=O)O. RXN SMILES: [C:1]([CH3:2])(=[O:3])[O:4][CH:5]([CH2:6][CH2:7][C:8](=[O:9])[O:10][CH2:11][c:12]1[cH:13][cH:14][cH:15][cH:16][cH:17]1)[CH3:18].[CH3:19][CH2:20][OH:21]>>[C:1]([CH3:2])(=[O:3])[O:4][CH:5]([CH2:6][CH2:7][C:8](=[O:9])[OH:10])[CH3:18]. The reactants are O=C([O-])[O-], CC1(C)CCC(=O)Nc2ccc([N+](=O)[O-])cc21, [Cs+], [Cs+], CI, CN(C)C=O. The product is CN1C(=O)CCC(C)(C)c2cc([N+](=O)[O-])ccc21. RXN SMILES: [C:18](=[O:19])([O-:20])[O-:21].[CH3:1][C:2]1([CH3:17])[c:3]2[c:4]([cH:10][cH:11][c:12]([N+:14](=[O:15])[O-:16])[cH:13]2)[NH:5][C:6](=[O:9])[CH2:7][CH2:8]1.[Cs+:22].[Cs+:23].[I:24][CH3:25].[O:26]=[CH:27][N:28]([CH3:29])[CH3:30]>>[CH3:1][C:2]1([CH3:17])[c:3]2[c:4]([cH:10][cH:11][c:12]([N+:14](=[O:15])[O-:16])[cH:13]2)[N:5]([CH3:18])[C:6](=[O:9])[CH2:7][CH2:8]1. Reactants: CCOC(C)=O, CCO, CCCN(CC1CC1)c1ccc(C(F)(F)F)cc1C(C)N(Cc1cc(C(F)(F)F)cc(C(F)(F)F)c1)c1ncc(N2CCC(C(=O)OCC)CC2)cn1, [Na+], [OH-]. Yields the product CCCN(CC1CC1)c1ccc(C(F)(F)F)cc1C(C)N(Cc1cc(C(F)(F)F)cc(C(F)(F)F)c1)c1ncc(N2CCC(C(=O)O)CC2)cn1. As a reaction SMILES: [CH3:56][CH2:57][O:58][C:59](=[O:60])[CH3:61].[CH3:62][CH2:63][OH:64].[F:1][C:2]([c:3]1[cH:4][c:5]([CH2:6][N:7]([c:8]2[n:9][cH:10][c:11]([N:14]3[CH2:15][CH2:16][CH:17]([C:20](=[O:21])[O:22][CH2:23][CH3:24])[CH2:18][CH2:19]3)[cH:12][n:13]2)[CH:25]([CH3:26])[c:27]2[c:28]([N:37]([CH2:38][CH2:39][CH3:40])[CH2:41][CH:42]3[CH2:43][CH2:44]3)[cH:29][cH:30][c:31]([C:33]([F:34])([F:35])[F:36])[cH:32]2)[cH:45][c:46]([C:48]([F:49])([F:50])[F:51])[cH:47]1)([F:52])[F:53].[Na+:55].[OH-:54]>>[F:1][C:2]([c:3]1[cH:4][c:5]([CH2:6][N:7]([c:8]2[n:9][cH:10][c:11]([N:14]3[CH2:15][CH2:16][CH:17]([C:20](=[O:21])[OH:22])[CH2:18][CH2:19]3)[cH:12][n:13]2)[CH:25]([CH3:26])[c:27]2[c:28]([N:37]([CH2:38][CH2:39][CH3:40])[CH2:41][CH:42]3[CH2:43][CH2:44]3)[cH:29][cH:30][c:31]([C:33]([F:34])([F:35])[F:36])[cH:32]2)[cH:45][c:46]([C:48]([F:49])([F:50])[F:51])[cH:47]1)([F:52])[F:53]. Reactants: CCN=C=NCCCN(C)C, CC#N, Cl, Cl, Cl, C1CCC2=NCCCN2CC1, NCc1cccc2c1C(=O)N(C1CCC(=O)NC1=O)C2=O, On1nnc2ccccc21, O=C(O)Cc1ccncc1. The product is O=C(Cc1ccncc1)NCc1cccc2c1C(=O)N(C1CCC(=O)NC1=O)C2=O. As a reaction SMILES: [CH3:56][N:57]([CH3:58])[CH2:59][CH2:60][CH2:61][N:62]=[C:63]=[N:64][CH2:65][CH3:66].[CH3:67][C:68]#[N:69].[ClH:1].[ClH:44].[ClH:55].[N:23]12[CH2:24][CH2:25][CH2:26][N:27]=[C:28]1[CH2:29][CH2:30][CH2:31][CH2:32][CH2:33]2.[NH2:2][CH2:3][c:4]1[c:5]2[c:9]([cH:10][cH:11][cH:12]1)[C:8](=[O:13])[N:7]([CH:14]1[C:15](=[O:21])[NH:16][C:17](=[O:20])[CH2:18][CH2:19]1)[C:6]2=[O:22].[OH:34][n:35]1[c:36]2[cH:37][cH:38][cH:39][cH:40][c:41]2[n:42][n:43]1.[n:45]1[cH:46][cH:47][c:48]([CH2:51][C:52](=[O:53])[OH:54])[cH:49][cH:50]1>>[NH:2]([CH2:3][c:4]1[c:5]2[c:9]([cH:10][cH:11][cH:12]1)[C:8](=[O:13])[N:7]([CH:14]1[C:15](=[O:21])[NH:16][C:17](=[O:20])[CH2:18][CH2:19]1)[C:6]2=[O:22])[C:52]([CH2:51][c:48]1[cH:47][cH:46][n:45][cH:50][cH:49]1)=[O:53]. The reactants are CC(=O)O[BH-](OC(C)=O)OC(C)=O, C1COCCN1, CC(=O)O, O=Cc1ccc(C(=O)Nc2ccccc2C=Cc2n[nH]c3ccccc23)cc1, CC(Cl)Cl, [Na+], O. Product: O=C(Nc1ccccc1C=Cc1n[nH]c2ccccc12)c1ccc(CN2CCOCC2)cc1. RXN SMILES: [C:39]([O:40][BH-:41]([O:42][C:43](=[O:44])[CH3:45])[O:46][C:47](=[O:48])[CH3:49])(=[O:50])[CH3:51].[CH2:33]1[CH2:34][O:35][CH2:36][CH2:37][NH:38]1.[CH3:29][C:30](=[O:31])[OH:32].[CH:1](=[O:2])[c:3]1[cH:4][cH:5][c:6]([C:7](=[O:8])[NH:9][c:10]2[c:11]([CH:16]=[CH:17][c:18]3[n:19][nH:20][c:21]4[cH:22][cH:23][cH:24][cH:25][c:26]34)[cH:12][cH:13][cH:14][cH:15]2)[cH:27][cH:28]1.[Cl:53][CH:54]([Cl:55])[CH3:56].[Na+:52].[OH2:57]>>[CH2:1]([c:3]1[cH:4][cH:5][c:6]([C:7](=[O:8])[NH:9][c:10]2[c:11]([CH:16]=[CH:17][c:18]3[n:19][nH:20][c:21]4[cH:22][cH:23][cH:24][cH:25][c:26]34)[cH:12][cH:13][cH:14][cH:15]2)[cH:27][cH:28]1)[N:38]1[CH2:33][CH2:34][O:35][CH2:36][CH2:37]1. Reactants: C1(CC=2C(C(=O)O1)=CC=CC2)=O (Homophthalic anhydride), C([O-])([O-])=O.[NH4+].[NH4+] (ammonium carbonate). Conditions: temperature 280 celsius, time 2 hour. Product: C1(CC=2C(C(N1)=O)=CC=CC2)=O (homophthalimide). Isolated yield 95.0%. Reaction SMILES: [C:1]1(=O)[O:7][C:5](=[O:6])[C:4]2=[CH:8][CH:9]=[CH:10][CH:11]=[C:3]2[CH2:2]1.C(=O)([O-])[O-].[NH4+:17].[NH4+]>>[C:1]1(=[O:7])[NH:17][C:5](=[O:6])[C:4]2=[CH:8][CH:9]=[CH:10][CH:11]=[C:3]2[CH2:2]1 |f:1.2.3|. Procedure details: Homophthalic anhydride (1.62 g, 10 mmol) and ammonium carbonate (1.61 g, 10 mmol) are ground in a mortar and then slowly heated to fusion at about 280° C. After 2 h, the reaction mixture is allowed to cool. The product is practically pure and needs no further treatment. Thus homophthalimide is obtained in 95% yield (153 mg). The reactants are BrCc1ccccc1, Oc1cnc(Cl)c(Br)c1, I, O=C(C=Cc1ccccc1)C=Cc1ccccc1, O=C(C=Cc1ccccc1)C=Cc1ccccc1, O=C(C=Cc1ccccc1)C=Cc1ccccc1, CN(C)C=O, [Pd], [Pd], [Zn]. The product is Oc1cnc(Cl)c(Cc2ccccc2)c1. RXN SMILES: [Br:11][CH2:12][c:13]1[cH:14][cH:15][cH:16][cH:17][cH:18]1.[Br:1][c:2]1[cH:3][c:4]([OH:9])[cH:5][n:6][c:7]1[Cl:8].[I:10].[O:22]=[C:23]([CH:24]=[CH:25][c:26]1[cH:27][cH:28][cH:29][cH:30][cH:31]1)[CH:32]=[CH:33][c:34]1[cH:35][cH:36][cH:37][cH:38][cH:39]1.[O:40]=[C:41]([CH:42]=[CH:43][c:44]1[cH:45][cH:46][cH:47][cH:48][cH:49]1)[CH:50]=[CH:51][c:52]1[cH:53][cH:54][cH:55][cH:56][cH:57]1.[O:58]=[C:59]([CH:60]=[CH:61][c:62]1[cH:63][cH:64][cH:65][cH:66][cH:67]1)[CH:68]=[CH:69][c:70]1[cH:71][cH:72][cH:73][cH:74][cH:75]1.[O:76]=[CH:77][N:78]([CH3:79])[CH3:80].[Pd:20].[Pd:21].[Zn:19]>>[c:2]1([CH2:12][c:13]2[cH:14][cH:15][cH:16][cH:17][cH:18]2)[cH:3][c:4]([OH:9])[cH:5][n:6][c:7]1[Cl:8]. The reactants are ClC1=C(N=C(N1C(C)C)C)C1=CC=C(C=C1)OC (5-chloro-1-(1-methylethyl)-4-(4-methoxyphenyl)-2-methylimidazole), B(Br)(Br)Br (boron tribromide). Run in C(Cl)Cl (methylene chloride). The product is ClC1=C(N=C(N1C(C)C)C)C1=CC=C(C=C1)O (4-[5-chloro-1-(1-methylethyl)-2-methylimidazol-4-yl]phenol). As a reaction SMILES: [Cl:1][C:2]1[N:6]([CH:7]([CH3:9])[CH3:8])[C:5]([CH3:10])=[N:4][C:3]=1[C:11]1[CH:16]=[CH:15][C:14]([O:17]C)=[CH:13][CH:12]=1.B(Br)(Br)Br>C(Cl)Cl>[Cl:1][C:2]1[N:6]([CH:7]([CH3:9])[CH3:8])[C:5]([CH3:10])=[N:4][C:3]=1[C:11]1[CH:12]=[CH:13][C:14]([OH:17])=[CH:15][CH:16]=1. Reported procedure: This compound is prepared in a manner analogous to that of Step H of Example 1, using 2.6 grams (0.010 mole) of 5-chloro-1-(1-methylethyl)-4-(4-methoxyphenyl)-2-methylimidazole and 20 mL (0.020 mole) of 1M boron tribromide (in methylene chloride) in 50 mL of methylene chloride, yielding 4-[5-chloro-1-(1-methylethyl)-2-methylimidazol-4-yl]phenol.